From a dataset of the Open Reaction Database (ORD), a public repository of structured organic reaction records. describe an organic reaction: reactants, conditions, products, and yield Starting materials: Cl.Cl.OC(CCC1C(CNCC1)C(=O)OC)C1=C(C=NC2=CC=C(C=C12)OC)F (methyl (3RS, 4RS)-4-[3-(R,S)-hydroxy-3-(3-fluoro-6-methoxyquinolin-4-yl)propyl]piperidine-3-carboxylate dihydrochloride), [I-].[K+] (potassium iodide), BrCCSC=1SC=CC1 (2-(2-bromoethylthio)thiophene), C([O-])([O-])=O.[K+].[K+] (potassium carbonate). The solvent is C(C)#N (acetonitrile), C(C)N(CC)CC (triethylamine), C(C)#N (acetonitrile), CN(C)C=O (DMF). Reaction conditions: temperature 65 celsius, time 15 hour. The product is OC(CCC1C(CN(CC1)CCSC=1SC=CC1)C(=O)OC)C1=C(C=NC2=CC=C(C=C12)OC)F (methyl (3RS,4RS)-4-[3-(R,S)-hydroxy-3-(3-fluoro-6-methoxyquinolin-4-yl)propyl]-1-[2-(2-thienylthio)ethyl]piperidine-3-carboxylate). Yield: 46.6%. RXN SMILES: Cl.Cl.[OH:3][CH:4]([C:17]1[C:26]2[C:21](=[CH:22][CH:23]=[C:24]([O:27][CH3:28])[CH:25]=2)[N:20]=[CH:19][C:18]=1[F:29])[CH2:5][CH2:6][CH:7]1[CH2:12][CH2:11][NH:10][CH2:9][CH:8]1[C:13]([O:15][CH3:16])=[O:14].Br[CH2:31][CH2:32][S:33][C:34]1[S:35][CH:36]=[CH:37][CH:38]=1.C(=O)([O-])[O-].[K+].[K+].[I-].[K+]>C(#N)C.CN(C=O)C.C(N(CC)CC)C>[OH:3][CH:4]([C:17]1[C:26]2[C:21](=[CH:22][CH:23]=[C:24]([O:27][CH3:28])[CH:25]=2)[N:20]=[CH:19][C:18]=1[F:29])[CH2:5][CH2:6][CH:7]1[CH2:12][CH2:11][N:10]([CH2:31][CH2:32][S:33][C:34]2[S:35][CH:36]=[CH:37][CH:38]=2)[CH2:9][CH:8]1[C:13]([O:15][CH3:16])=[O:14] |f:0.1.2,4.5.6,7.8|. Procedure details: 0.74-cm3 of triethylamine was added to a solution composed of 1.17 g of methyl (3RS, 4RS)-4-[3-(R,S)-hydroxy-3-(3-fluoro-6-methoxyquinolin-4-yl)propyl]piperidine-3-carboxylate dihydrochloride in 20-cm3 of acetonitrile and 10 cm3 of DMF, followed by 638 mg of 2-(2-bromoethylthio)thiophene in 10 cm3 of acetonitrile, 1 g of potassium carbonate and 431 mg of potassium iodide. The mixture was stirred for 15 hours at a temperature in the region of 65° C. under an inert atmosphere. After cooling to abo... Reactants: C(C1=CC=CC=C1)OCCCOC=1C(=C(C=O)C=C(C1)Cl)B1OC(C(O1)(C)C)C (3-(3-benzyloxy-propoxy)-5-chloro-2-(4,4,5-trimethyl-[1,3,2]dioxaborolan-2-yl)-benzaldehyde), [N+](=O)([O-])C (nitromethane), [OH-].[Na+] (NaOH), Cl (HCl). The solvent is C1CCOC1 (THF), CCOC(=O)C (EtOAc). Conditions: time 12 hour. The product is C(C1=CC=CC=C1)OCCCOC1=CC(=CC2=C1B(OC2C[N+](=O)[O-])O)Cl (7-(3-Benzyloxy-propoxy)-5-chloro-3-nitromethyl-3H-benzo[c][1,2]oxaborol-1-ol), product. Isolated yield 56.0%. As a reaction SMILES: [CH2:1]([O:8][CH2:9][CH2:10][CH2:11][O:12][C:13]1[C:14]([B:22]2[O:26][C:25]([CH3:28])(C)C(C)[O:23]2)=[C:15]([CH:18]=[C:19]([Cl:21])[CH:20]=1)C=O)[C:2]1[CH:7]=[CH:6][CH:5]=[CH:4][CH:3]=1.[N+:30](C)([O-:32])=[O:31].[OH-].[Na+].Cl>C1COCC1.CCOC(C)=O>[CH2:1]([O:8][CH2:9][CH2:10][CH2:11][O:12][C:13]1[C:14]2[B:22]([OH:23])[O:26][CH:25]([CH2:28][N+:30]([O-:32])=[O:31])[C:15]=2[CH:18]=[C:19]([Cl:21])[CH:20]=1)[C:2]1[CH:3]=[CH:4][CH:5]=[CH:6][CH:7]=1 |f:2.3|. Procedure: To a solution of 3-(3-benzyloxy-propoxy)-5-chloro-2-(4,4,5-trimethyl-[1,3,2]dioxaborolan-2-yl)-benzaldehyde (3.4 g, 7.8 mmol) and nitromethane (1.7 mL, 31.3 mmol) in THF (20 mL) was added a solution of NaOH (0.025 M, 40 mL). After 12 h, 2 N HCl was added until pH was 1. The solution was diluted with EtOAc (150 mL), washed with water, dried over Na2SO4, filtered and concentrated under reduced pressure. The product was purified by silica gel column chromatography (4:1 hexanes-EtOAc mobile phase) t... Reactants: dinitrile, CC(=CCCC#N)CCCC#N (5-methyl-4-nonenedinitrile), CC(C#N)CC(=CCCC#N)C (2,4-dimethyl-4-octenedinitrile), CC(C#N)C=C(CCCC#N)C (2,4-dimethyl-3-octenedinitrile), CC(C#N)C=C(CC(C#N)C)C (2,4,6-trimethyl-3-heptenedinitrile), C=C(CCCC#N)CCCC#N (5-methylenenonanedinitrile), CC(C#N)CC(CCCC#N)=C (2-methyl-4-methyleneoctanedinitrile), CC(C#N)CC(CC(C#N)C)=C (2,6-dimethyl-4-methyleneheptanedinitrile). Yields the product CC(=CCCC#N)CCCC#N (5-methyl-4-nonenedinitrile), C=C(CC=CC#N)CCCC#N (5-methylenenonenedinitrile). RXN SMILES: [CH3:1][C:2]([CH2:8][CH2:9][CH2:10][C:11]#[N:12])=[CH:3][CH2:4][CH2:5][C:6]#[N:7].CC(CC(C)=CCCC#N)C#N.CC(C=C(C)CCCC#N)C#N.CC(C=C(C)CC(C)C#N)C#N.[CH2:49]=[C:50]([CH2:56][CH2:57][CH2:58][C:59]#[N:60])[CH2:51][CH2:52][CH2:53][C:54]#[N:55].CC(CC(=C)CCCC#N)C#N.CC(CC(=C)CC(C)C#N)C#N>>[CH3:1][C:2]([CH2:3][CH2:4][CH2:5][C:6]#[N:7])=[CH:8][CH2:9][CH2:10][C:11]#[N:12].[CH2:49]=[C:50]([CH2:51][CH2:52][CH2:53][C:54]#[N:55])[CH2:56][CH:57]=[CH:58][C:59]#[N:60]. Reported procedure: The dinitrile reaction product mixture obtained by the reaction of isobutylene with acrylonitrile. This dinitrile reaction product mixture generally contains 5-methyl-4-nonenedinitrile, 2,4-dimethyl-4-octenedinitrile, 2,4-dimethyl-3-octenedinitrile, 2,4,6-trimethyl-3-heptenedinitrile, 5-methylenenonanedinitrile, 2-methyl-4-methyleneoctanedinitrile, and 2,6-dimethyl-4-methyleneheptanedinitrile. In this mixture, 5-methyl-4-nonenedinitrile and 5-methylenenonenedinitrile generally form the majority. Reactants: COC(=O)c1ccccc1CBr, O=C([O-])[O-], CCOCCCN(Cc1ccc(C(C)C)cc1)C(=O)CCc1ccc(O)cc1, CC#N, [K+], [K+]. Yields the product CCOCCCN(Cc1ccc(C(C)C)cc1)C(=O)CCc1ccc(OCc2ccccc2C(=O)OC)cc1. Reaction SMILES: [Br:29][CH2:30][c:31]1[c:32]([C:33](=[O:34])[O:35][CH3:36])[cH:37][cH:38][cH:39][cH:40]1.[C:41](=[O:42])([O-:43])[O-:44].[CH2:1]([CH3:2])[O:3][CH2:4][CH2:5][CH2:6][N:7]([C:8]([CH2:9][CH2:10][c:11]1[cH:12][cH:13][c:14]([OH:17])[cH:15][cH:16]1)=[O:18])[CH2:19][c:20]1[cH:21][cH:22][c:23]([CH:26]([CH3:27])[CH3:28])[cH:24][cH:25]1.[CH3:47][C:48]#[N:49].[K+:45].[K+:46]>>[CH2:1]([CH3:2])[O:3][CH2:4][CH2:5][CH2:6][N:7]([C:8]([CH2:9][CH2:10][c:11]1[cH:12][cH:13][c:14]([O:17][CH2:30][c:31]2[c:32]([C:33](=[O:34])[O:35][CH3:36])[cH:37][cH:38][cH:39][cH:40]2)[cH:15][cH:16]1)=[O:18])[CH2:19][c:20]1[cH:21][cH:22][c:23]([CH:26]([CH3:27])[CH3:28])[cH:24][cH:25]1. Reactants: CC(C)(C)OC(=O)NN, Cc1c(C(=O)NC(c2cccc(F)c2)C2CCC2)c2cccc(F)c2c(=O)n1NC(=O)OC(C)(C)C, CC(=O)C(C(=O)NC(c1cccc(F)c1)C1CCC1)c1cccc(F)c1C(=O)O, ClCCCl, O=C(O)C(F)(F)F, c1ccccc1. Product: Cc1c(C(=O)NC(c2cccc(F)c2)C2CCC2)c2cccc(F)c2c(=O)n1N. RXN SMILES: [C:30]([O:31][C:32]([CH3:33])([CH3:34])[CH3:35])(=[O:36])[NH:37][NH2:38].[C:39]([O:40][C:41](=[O:42])[NH:45][n:46]1[c:47](=[O:73])[c:48]2[c:49]([F:72])[cH:50][cH:51][cH:52][c:53]2[c:54]([C:57]([NH:58][CH:59]([c:60]2[cH:61][c:62]([F:66])[cH:63][cH:64][cH:65]2)[CH:67]2[CH2:68][CH2:69][CH2:70]2)=[O:71])[c:55]1[CH3:56])([CH3:43])([CH3:44])[CH3:74].[CH:1]1([CH:2]([NH:3][C:4]([CH:5]([c:6]2[cH:7][cH:8][cH:9][c:10]([F:11])[c:12]2[C:13]([OH:14])=[O:15])[C:16](=[O:17])[CH3:18])=[O:19])[c:20]2[cH:21][cH:22][cH:23][c:24]([F:25])[cH:26]2)[CH2:27][CH2:28][CH2:29]1.[Cl:88][CH2:89][CH2:90][Cl:91].[F:75][C:76]([F:77])([F:78])[C:79]([OH:80])=[O:81].[cH:82]1[cH:83][cH:84][cH:85][cH:86][cH:87]1>>[NH2:45][n:46]1[c:47](=[O:73])[c:48]2[c:49]([F:72])[cH:50][cH:51][cH:52][c:53]2[c:54]([C:57]([NH:58][CH:59]([c:60]2[cH:61][c:62]([F:66])[cH:63][cH:64][cH:65]2)[CH:67]2[CH2:68][CH2:69][CH2:70]2)=[O:71])[c:55]1[CH3:56]. The reactants are Cl.Cl.N1=C(C=CC=C1)SC1CCNCC1 (4-[(2-pyridyl)thio]piperidine dihydrochloride), ClC1=CC(=CC=C1)C(=O)OO (m-Chloroperbenzoic acid), ice, ClC1=CC(=CC=C1)C(=O)OO (m-chloroperbenzoic acid), [OH-].[Na+] (sodium hydroxide). Run in O (water), O (water). Reaction conditions: time 7.5 hour. Product: Cl.N1=C(C=CC=C1)S(=O)C1CCNCC1 (4-[(2-pyridyl)sulfinyl]piperidine hydrochloride). The yield is 75.8%. Reaction SMILES: [Cl:1]C1C=CC=C(C(OO)=[O:9])C=1.Cl.Cl.[N:14]1[CH:19]=[CH:18][CH:17]=[CH:16][C:15]=1[S:20][CH:21]1[CH2:26][CH2:25][NH:24][CH2:23][CH2:22]1.[OH-].[Na+]>O>[ClH:1].[N:14]1[CH:19]=[CH:18][CH:17]=[CH:16][C:15]=1[S:20]([CH:21]1[CH2:26][CH2:25][NH:24][CH2:23][CH2:22]1)=[O:9] |f:1.2.3,4.5,7.8|. Reported procedure: m-Chloroperbenzoic acid (0.77 g) was added to an ice-cooled solution of 4-[(2-pyridyl)thio]piperidine dihydrochloride (1.0 g) in water (20 ml) and the mixture was stirred at the same temperature for 7.5 hours. After additional m-chloroperbenzoic acid (0.07 g) and water (5 ml) were added, the mixture was stirred at the same temperature for 1 hour, adjusted to alkaline pH with sodium hydroxide solution, and extracted several times with chloroform. The extracts were combined, dried over magnesium s... Starting materials: C(C)(C)(C)OC(=O)N([C@H](C)C1=CC=CC2=CC=CC=C12)CC1C(CN(CC1)C1=C(C=C(C(=O)O)C=C1F)F)C1=CC=CC=C1 (4-[4-({(tert-butoxycarbonyl)[(1R)-1-(1-naphthyl)ethyl]amino}methyl)-3-phenylpiperidin-1-yl]-3,5-difluorobenzoic acid), Cl.O1CCOCC1 (hydrogen chloride 1,4-dioxane). Reaction conditions: time 2 hour. The product is Cl.FC=1C=C(C(=O)O)C=C(C1N1CC(C(CC1)CN[C@H](C)C1=CC=CC2=CC=CC=C12)C1=CC=CC=C1)F (3,5-difluoro-4-[4-({[(1R)-1-(1-naphthyl)ethyl]amino}methyl)-3-phenylpiperidin-1-yl]benzoic acid hydrochloride). As a reaction SMILES: C(OC([N:8]([CH2:21][CH:22]1[CH2:27][CH2:26][N:25]([C:28]2[C:36]([F:37])=[CH:35][C:31]([C:32]([OH:34])=[O:33])=[CH:30][C:29]=2[F:38])[CH2:24][CH:23]1[C:39]1[CH:44]=[CH:43][CH:42]=[CH:41][CH:40]=1)[C@@H:9]([C:11]1[C:20]2[C:15](=[CH:16][CH:17]=[CH:18][CH:19]=2)[CH:14]=[CH:13][CH:12]=1)[CH3:10])=O)(C)(C)C.[ClH:45].O1CCOCC1>>[ClH:45].[F:37][C:36]1[CH:35]=[C:31]([CH:30]=[C:29]([F:38])[C:28]=1[N:25]1[CH2:26][CH2:27][CH:22]([CH2:21][NH:8][C@@H:9]([C:11]2[C:20]3[C:15](=[CH:16][CH:17]=[CH:18][CH:19]=3)[CH:14]=[CH:13][CH:12]=2)[CH3:10])[CH:23]([C:39]2[CH:44]=[CH:43][CH:42]=[CH:41][CH:40]=2)[CH2:24]1)[C:32]([OH:34])=[O:33] |f:1.2,3.4|. Procedure details: To 230 mg of 4-[4-({(tert-butoxycarbonyl)[(1R)-1-(1-naphthyl)ethyl]amino}methyl)-3-phenylpiperidin-1-yl]-3,5-difluorobenzoic acid was added 1.5 mL of a 4 M hydrogen chloride/1,4-dioxane solution at room temperature. After stirring at room temperature for 2 hours, the reaction mixture was concentrated under reduced pressure. The obtained residue was solidified by isopropanol and diisopropyl ether, and then collected by filtration. The obtained solid was purified by silica gel column chromatograph...